Dataset: the Open Reaction Database (ORD), a public repository of structured organic reaction records. Task: describe an organic reaction: reactants, conditions, products, and yield Reactants: CO, O=[N+]([O-])c1cnc(N2CCN3CCC2CC3)nc1, [Pd]. The product is Nc1cnc(N2CCN3CCC2CC3)nc1. Reaction SMILES: [CH3:20][OH:21].[N+:1]([O-:2])(=[O:3])[c:4]1[cH:5][n:6][c:7]([N:10]2[CH2:11][CH2:12][N:13]3[CH2:14][CH2:15][CH:16]2[CH2:17][CH2:18]3)[n:8][cH:9]1.[Pd:19]>>[NH2:1][c:4]1[cH:5][n:6][c:7]([N:10]2[CH2:11][CH2:12][N:13]3[CH2:14][CH2:15][CH:16]2[CH2:17][CH2:18]3)[n:8][cH:9]1. Reactants: CC(=O)N1CCNCC1, O=C([O-])[O-], CC(C)=O, COc1ccc2c(c1)C(Cl)CC2, [K+], [K+]. The product is COc1ccc2c(c1)C(N1CCN(C(C)=O)CC1)CC2. RXN SMILES: [C:13]([CH3:14])(=[O:15])[N:16]1[CH2:17][CH2:18][NH:19][CH2:20][CH2:21]1.[C:22](=[O:23])([O-:24])[O-:25].[CH3:28][C:29](=[O:30])[CH3:31].[Cl:1][CH:2]1[CH2:3][CH2:4][c:5]2[cH:6][cH:7][c:8]([O:11][CH3:12])[cH:9][c:10]21.[K+:26].[K+:27]>>[CH:2]1([N:19]2[CH2:18][CH2:17][N:16]([C:13]([CH3:14])=[O:15])[CH2:21][CH2:20]2)[CH2:3][CH2:4][c:5]2[cH:6][cH:7][c:8]([O:11][CH3:12])[cH:9][c:10]21.